From a dataset of the Open Reaction Database (ORD), a public repository of structured organic reaction records. describe an organic reaction: reactants, conditions, products, and yield Reactants: CS(=O)(=O)OC1CCN(C(=O)OCc2ccc([N+](=O)[O-])cc2)CC1, CN(C)C=O, [N-]=[N+]=[N-], [Na+]. Yields the product [N-]=[N+]=NC1CCN(C(=O)OCc2ccc([N+](=O)[O-])cc2)CC1. RXN SMILES: [CH3:1][S:2]([O:3][CH:6]1[CH2:7][CH2:8][N:9]([C:12](=[O:13])[O:14][CH2:15][c:16]2[cH:17][cH:18][c:19]([N+:22](=[O:23])[O-:24])[cH:20][cH:21]2)[CH2:10][CH2:11]1)(=[O:4])=[O:5].[CH3:29][N:30]([CH3:31])[CH:32]=[O:33].[N-:26]=[N+:27]=[N-:28].[Na+:25]>>[CH:6]1([N:26]=[N+:27]=[N-:28])[CH2:7][CH2:8][N:9]([C:12](=[O:13])[O:14][CH2:15][c:16]2[cH:17][cH:18][c:19]([N+:22](=[O:23])[O-:24])[cH:20][cH:21]2)[CH2:10][CH2:11]1. Starting materials: [Al+3], C1CCOC1, [H-], [H-], [H-], [H-], [Li+], [Na+], [OH-], O, COc1ccc(-n2ccnc2)cc1C(=O)O. Yields the product COc1ccc(-n2ccnc2)cc1CO. RXN SMILES: [Al+3:18].[CH2:26]1[O:27][CH2:28][CH2:29][CH2:30]1.[H-:17].[H-:20].[H-:21].[H-:22].[Li+:19].[Na+:25].[OH-:24].[OH2:23].[n:1]1(-[c:6]2[cH:7][cH:8][c:9]([O:15][CH3:16])[c:10]([C:11](=[O:12])[OH:13])[cH:14]2)[cH:2][n:3][cH:4][cH:5]1>>[n:1]1(-[c:6]2[cH:7][cH:8][c:9]([O:15][CH3:16])[c:10]([CH2:11][OH:12])[cH:14]2)[cH:2][n:3][cH:4][cH:5]1. The reactants are C(C)(C)(C)C=1N=C(C2=C(N1)N(N=N2)CC2=C(C=CC=C2)Cl)N2CCOCC2 (5-tert-Butyl-3-(2-chloro-benzyl)-7-morpholin-4-yl-3H-[1,2,3]triazolo[4,5-d]pyrimidine), C(C)(C)(C)C=1N=C(C2=C(N1)N(N=N2)CC2=C(C=CC=C2)Cl)Cl (5-tert-butyl-7-chloro-3-(2-chlorobenzyl)-3H-[1,2,3]triazolo[4,5-d]pyrimidine), O1NCCCC1 ([1,2]oxazinane). Yields the product C(C)(C)(C)C=1N=C(C2=C(N1)N(N=N2)CC2=C(C=CC=C2)Cl)N2OCCCC2 (5-tert-Butyl-3-(2-chloro-benzyl)-7-[1,2]oxazinan-2-yl-3H-[1,2,3]triazolo[4,5-d]pyrimidine), gum. The yield is 75.0%. Reaction SMILES: [C:1]([C:5]1[N:6]=[C:7]([N:22]2[CH2:27][CH2:26]OCC2)[C:8]2[N:13]=[N:12][N:11]([CH2:14][C:15]3[CH:20]=[CH:19][CH:18]=[CH:17][C:16]=3[Cl:21])[C:9]=2[N:10]=1)([CH3:4])([CH3:3])[CH3:2].C(C1N=C(Cl)C2N=NN(CC3C=CC=CC=3Cl)C=2N=1)(C)(C)C.[O:50]1[CH2:55][CH2:54]CCN1>>[C:1]([C:5]1[N:6]=[C:7]([N:22]2[CH2:27][CH2:26][CH2:54][CH2:55][O:50]2)[C:8]2[N:13]=[N:12][N:11]([CH2:14][C:15]3[CH:20]=[CH:19][CH:18]=[CH:17][C:16]=3[Cl:21])[C:9]=2[N:10]=1)([CH3:2])([CH3:3])[CH3:4]. Procedure details: In analogy to the procedure described for the synthesis of 5-tert-butyl-3-(2-chloro-benzyl)-7-morpholin-4-yl-3H-[1,2,3]triazolo[4,5-d]pyrimidine (example 1, step c), the title compound was prepared from 5-tert-butyl-7-chloro-3-(2-chlorobenzyl)-3H-[1,2,3]triazolo[4,5-d]pyrimidine and [1,2]oxazinane and isolated as light-yellow gum (13.6 mg, 75%). MS (m/e): 387.4 (MH+). Reactants: O=C([O-])[O-], Cc1ccc(S(=O)(=O)OCCCN2CCN(C)CC2)cc1, CN(C)C=O, NC(=O)c1sc(-n2cnc3ccc(O)cc32)nc1-c1cccc(Cl)c1, [Cs+], [Cs+]. The product is CN1CCN(CCCOc2ccc3ncn(-c4nc(-c5cccc(Cl)c5)c(C(N)=O)s4)c3c2)CC1. Reaction SMILES: [C:47](=[O:48])([O-:49])[O-:50].[CH3:26][N:27]1[CH2:28][CH2:29][N:30]([CH2:33][CH2:34][CH2:35][O:36][S:37]([c:38]2[cH:39][cH:40][c:41]([CH3:42])[cH:43][cH:44]2)(=[O:45])=[O:46])[CH2:31][CH2:32]1.[CH3:53][N:54]([CH3:55])[CH:56]=[O:57].[Cl:1][c:2]1[cH:3][c:4](-[c:8]2[n:9][c:10](-[n:16]3[cH:17][n:18][c:19]4[c:20]3[cH:21][c:22]([OH:25])[cH:23][cH:24]4)[s:11][c:12]2[C:13](=[O:14])[NH2:15])[cH:5][cH:6][cH:7]1.[Cs+:51].[Cs+:52]>>[Cl:1][c:2]1[cH:3][c:4](-[c:8]2[n:9][c:10](-[n:16]3[cH:17][n:18][c:19]4[c:20]3[cH:21][c:22]([O:25][CH2:35][CH2:34][CH2:33][N:30]3[CH2:29][CH2:28][N:27]([CH3:26])[CH2:32][CH2:31]3)[cH:23][cH:24]4)[s:11][c:12]2[C:13](=[O:14])[NH2:15])[cH:5][cH:6][cH:7]1. The reactants are C(=O)(O)[O-].[Na+] (NaHCO3), [OH-].[K+] (KOH), F[B-](F)(F)F.[H+] (tetrafluoroboric acid), BrC1CC=2C1=CC=CC2 (1-bromobenzocyclobutene). Reagents/catalysts: [Hg]=O (mercury(II) oxide). Solvent: O1CCOCC1 (1,4-dioxane). Run at time 2 hour. Product: C1(=CC2=C1C=CC=C2)O (Benzocyclobutenol). RXN SMILES: F[B-](F)(F)F.[H+].Br[CH:8]1[C:11]2=[CH:12][CH:13]=[CH:14][CH:15]=[C:10]2[CH2:9]1.C([O-])(O)=[O:17].[Na+].[OH-].[K+]>O1CCOCC1.[Hg]=O>[C:8]1([OH:17])[C:11]2[CH:12]=[CH:13][CH:14]=[CH:15][C:10]=2[CH:9]=1 |f:0.1,3.4,5.6|. Procedure details: To a stirred solution of mercury(II) oxide (591.3 mg, 2.73 mmol) and 35% aqueous tetrafluoroboric acid (TFBA) (999.4 mg, 5.46 mmol) in 1,4-dioxane (10.9 mL), 1-bromobenzocyclobutene (1.0 g, 5.46 mmol) was added. The reaction stirred at room temperature for 2 h and was then treated successively with NaHCO3 and 3N KOH until the solution remained basic. The precipitated mercury(II) oxide was filtered off and the filtrate extracted with CH2Cl2 (3×300 mL), dried with anhydrous Na2SO4, filtered, and c... Reactants: O.NN (Hydrazine hydrate), ClC1=C(C(=CC=C1C)Cl)NC1=C(C(=O)OC)C=CC=C1 (methyl 2-[(2,6-dichloro-3-methylphenyl)amino]-benzoate). Solvent: CO (methanol). Run at temperature 60 celsius. Product: ClC1=C(C(=CC=C1C)Cl)NC1=C(C(=O)NN)C=CC=C1 (2-[(2,6-Dichloro-3-methylphenyl)amino]-benzoic acid, hydrazide). The yield is 92.0%. RXN SMILES: O.[NH2:2][NH2:3].[Cl:4][C:5]1[C:10]([CH3:11])=[CH:9][CH:8]=[C:7]([Cl:12])[C:6]=1[NH:13][C:14]1[CH:23]=[CH:22][CH:21]=[CH:20][C:15]=1[C:16](OC)=[O:17]>CO>[Cl:4][C:5]1[C:10]([CH3:11])=[CH:9][CH:8]=[C:7]([Cl:12])[C:6]=1[NH:13][C:14]1[CH:23]=[CH:22][CH:21]=[CH:20][C:15]=1[C:16]([NH:2][NH2:3])=[O:17] |f:0.1|. Procedure details: Hydrazine hydrate (2 ml) is added dropwise to a suspension of methyl 2-[(2,6-dichloro-3-methylphenyl)amino]-benzoate (227.1 mg, .73 mmol) in 10 ml of methanol. The reaction mixture is heated at 60° C for seven hours under an atmosphere of nitrogen and then allowed to cool to room temperature overnight. The now clear colorless solution is concentrated in vacuo and chromatographed, eluting with ethyl acetate and hexane (gradient of 1:2 to 1:1), providing 208.6 mg (92%) of a white solid, mp 158°-16... Yields the product [Si](C1=CC=CC=C1)(C1=CC=CC=C1)(C(C)(C)C)OC1=CC=C2C=CC=C(C2=C1)N1C([C@H](CC1)NC(CC=1N=CN(C1)C(C1=CC=CC=C1)(C1=CC=CC=C1)C1=CC=CC=C1)=O)=O ((S)-N-{1-[7-(tert-Butyldiphenylsilyloxy)naphthalen-1-yl]-2-oxopyrrolidin-3-yl}-2-[1-(triphenylmethyl)-1H-imidazol-4-yl]acetamide). Reaction SMILES: [OH:1][C:2]1[CH:11]=[C:10]2[C:5]([CH:6]=[CH:7][CH:8]=[C:9]2[N:12]2[CH2:16][CH2:15][C@H:14]([NH:17][C:18](=[O:44])[CH2:19][C:20]3[N:21]=[CH:22][N:23]([C:25]([C:38]4[CH:43]=[CH:42][CH:41]=[CH:40][CH:39]=4)([C:32]4[CH:37]=[CH:36][CH:35]=[CH:34][CH:33]=4)[C:26]4[CH:31]=[CH:30][CH:29]=[CH:28][CH:27]=4)[CH:24]=3)[C:13]2=[O:45])=[CH:4][CH:3]=1.[Si:46](Cl)([C:59]([CH3:62])([CH3:61])[CH3:60])([C:53]1[CH:58]=[CH:57][CH:56]=[CH:55][CH:54]=1)[C:47]1[CH:52]=[CH:51][CH:50]=[CH:49][CH:48]=1.N1C=CN=C1>>[Si:46]([O:1][C:2]1[CH:11]=[C:10]2[C:5]([CH:6]=[CH:7][CH:8]=[C:9]2[N:12]2[CH2:16][CH2:15][C@H:14]([NH:17][C:18](=[O:44])[CH2:19][C:20]3[N:21]=[CH:22][N:23]([C:25]([C:32]4[CH:33]=[CH:34][CH:35]=[CH:36][CH:37]=4)([C:38]4[CH:39]=[CH:40][CH:41]=[CH:42][CH:43]=4)[C:26]4[CH:31]=[CH:30][CH:29]=[CH:28][CH:27]=4)[CH:24]=3)[C:13]2=[O:45])=[CH:4][CH:3]=1)([C:59]([CH3:62])([CH3:61])[CH3:60])([C:53]1[CH:54]=[CH:55][CH:56]=[CH:57][CH:58]=1)[C:47]1[CH:52]=[CH:51][CH:50]=[CH:49][CH:48]=1. The reactants are OC1=CC=C2C=CC=C(C2=C1)N1C([C@H](CC1)NC(CC=1N=CN(C1)C(C1=CC=CC=C1)(C1=CC=CC=C1)C1=CC=CC=C1)=O)=O ((S)-N-[1-(7-hydroxynaphthalen-1-yl)-2-oxopyrrolidin-3-yl]-2-[1-(triphenylmethyl)-1H-imidazol-4-yl]acetamide), [Si](C1=CC=CC=C1)(C1=CC=CC=C1)(C(C)(C)C)Cl (tert-butyldiphenylsilyl chloride), N1C=NC=C1 (imidazole). Conditions: temperature 50 celsius, time 18 hour. Procedure details: A mixture of (S)-N-[1-(7-hydroxynaphthalen-1-yl)-2-oxopyrrolidin-3-yl]-2-[1-(triphenylmethyl)-1H-imidazol-4-yl]acetamide, as described above in Step C, (6.50 g, 11.0 mmol), tert-butyldiphenylsilyl chloride (4.55 g, 16.6 mol), and imidazole (1.87 g, 27.5 mol) in dry, degassed DMF (100 mL) was stirred, under argon, at 50° C. for 18 hours. The solvent was removed under reduced pressure and the residue was partitioned between saturated aqueous NaHCO3 (75 mL) and CH2Cl2 (125 mL). The aqueous layer wa...